From a dataset of the Open Reaction Database (ORD), a public repository of structured organic reaction records. describe an organic reaction: reactants, conditions, products, and yield The reactants are tris-(dibenzylidenacetone) dipalladium (0), C1(=CC=CC=C1)P(C1=C(C2=CC=CC=C2C=C1)C1=C(C=CC2=CC=CC=C12)P(C1=CC=CC=C1)C1=CC=CC=C1)C1=CC=CC=C1 ((±)-2,2′-bis-diphenylphosphanyl-[1,1′]binaphthalenyl), BrC1=CC=C(C=C1)C(C)(C)C (1-bromo-4-tert-butyl-benzene), C(C)(C)(C)OC(=O)N1CCNCCC1 ([1,4]diazepane-1-carboxylic acid tert-butyl ester), tris-(dibenzylidenacetone) dipalladium (0), CC(C)([O-])C.[Na+] (sodium tert-butoxide), C1(=CC=CC=C1)P(C1=C(C2=CC=CC=C2C=C1)C1=C(C=CC2=CC=CC=C12)P(C1=CC=CC=C1)C1=CC=CC=C1)C1=CC=CC=C1 ((±)-2,2′-bis-diphenylphosphanyl-[1,1′]binaphthalenyl). The solvent is C(C)(=O)OCC (ethyl acetate), C1(=CC=CC=C1)C (toluene). Yields the product C(C)(C)(C)OC(=O)N1CCN(CCC1)C1=CC=C(C=C1)C(C)(C)C (4-(4-tert-butyl-phenyl)-[1,4]diazepane-1-carboxylic acid tert-butyl ester). The yield is 34.0%. RXN SMILES: Br[C:2]1[CH:7]=[CH:6][C:5]([C:8]([CH3:11])([CH3:10])[CH3:9])=[CH:4][CH:3]=1.[C:12]([O:16][C:17]([N:19]1[CH2:25][CH2:24][CH2:23][NH:22][CH2:21][CH2:20]1)=[O:18])([CH3:15])([CH3:14])[CH3:13].CC(C)([O-])C.[Na+].C1(P(C2C=CC=CC=2)C2C=CC3C(=CC=CC=3)C=2C2C3C(=CC=CC=3)C=CC=2P(C2C=CC=CC=2)C2C=CC=CC=2)C=CC=CC=1>C(OCC)(=O)C.C1(C)C=CC=CC=1>[C:12]([O:16][C:17]([N:19]1[CH2:25][CH2:24][CH2:23][N:22]([C:2]2[CH:7]=[CH:6][C:5]([C:8]([CH3:11])([CH3:10])[CH3:9])=[CH:4][CH:3]=2)[CH2:21][CH2:20]1)=[O:18])([CH3:15])([CH3:13])[CH3:14] |f:2.3|. Reported procedure: To 1-bromo-4-tert-butyl-benzene (639 mg; 3.0 mmol), [1,4]diazepane-1-carboxylic acid tert-butyl ester (500 mg; 2.5 mmol), tris-(dibenzylidenacetone)-dipalladium (0) (45 mg; 0.049 mmol), sodium tert-butoxide (360 mg; 3.75 mmol) and (±)-2,2′-bis-diphenylphosphanyl-[1,1′]binaphthalenyl (92 mg; 0.147 mmol) is added toluene (5 mL) and the resulting mixture is irradiated in a mono-mode microwave oven for 2 hours at 100° C. Further tris-(dibenzylidenacetone)-dipalladium (0) (45 mg; 0.049 mmol) and (±)-... Reactants: Clc1nc(Cl)nc(N2CCOCC2)n1, COc1cc(NC(=O)OC(C)(C)C)cc2[nH]c(C(F)F)nc12, [K+], [K+], O=C([O-])[O-], CN(C)C=O, O. The product is COc1cc(NC(=O)OC(C)(C)C)cc2c1nc(C(F)F)n2-c1nc(Cl)nc(N2CCOCC2)n1. Reaction SMILES: [Cl:23][c:24]1[n:25][c:26]([N:31]2[CH2:32][CH2:33][O:34][CH2:35][CH2:36]2)[n:27][c:28]([Cl:30])[n:29]1.[F:1][CH:2]([c:3]1[n:4][c:5]2[c:6]([nH:7]1)[cH:8][c:9]([NH:14][C:15]([O:16][C:17]([CH3:18])([CH3:19])[CH3:20])=[O:21])[cH:10][c:11]2[O:12][CH3:13])[F:22].[K+:37].[K+:38].[O-:39][C:40]([O-:41])=[O:42].[O:43]=[CH:44][N:45]([CH3:46])[CH3:47].[OH2:48]>>[F:1][CH:2]([c:3]1[n:4][c:5]2[c:6]([n:7]1-[c:28]1[n:27][c:26]([N:31]3[CH2:32][CH2:33][O:34][CH2:35][CH2:36]3)[n:25][c:24]([Cl:23])[n:29]1)[cH:8][c:9]([NH:14][C:15]([O:16][C:17]([CH3:18])([CH3:19])[CH3:20])=[O:21])[cH:10][c:11]2[O:12][CH3:13])[F:22].